This data is from the Open Reaction Database (ORD), a public repository of structured organic reaction records. The task is: describe an organic reaction: reactants, conditions, products, and yield The solvent is C1(=CC=CC=C1)C (toluene). The reactants are CS(=O)(=O)OC (Methyl methanesulfonate), NC=1N=NC(=C(N1)N)C1=C(C(=CC=C1)Cl)Cl (3,5-diamino-6-(2,3-dichlorophenyl)-1,2,4-triazine), CN(C=O)C (dimethylformamide). RXN SMILES: CS(OC)(=O)=O.[NH2:7][C:8]1[N:9]=[N:10][C:11]([C:15]2[CH:20]=[CH:19][CH:18]=[C:17]([Cl:21])[C:16]=2[Cl:22])=[C:12]([NH2:14])[N:13]=1.[CH3:23]N(C)C=O>C1(C)C=CC=CC=1>[NH2:14][C:12]1[C:11]([C:15]2[CH:20]=[CH:19][CH:18]=[C:17]([Cl:21])[C:16]=2[Cl:22])=[N:10][N:9]([CH3:23])[C:8](=[NH:7])[N:13]=1. Run at temperature 100 celsius, time 0.5 hour. Reported procedure: Methyl methanesulfonate (0.50 g, 4.5 mmol), 3,5-diamino-6-(2,3-dichlorophenyl)-1,2,4-triazine (0.50 g, 2.0 mmol) and dimethylformamide (4 ml) were stirred and heated at 100° C. for 10 min. The solution was cooled, toluene (20 ml) added, and the mixture stirred for 0.5 h. The solid was collected by filtration and recrystallised from propan-2-ol to give the methanesulfonate salt of the title compound as a white solid (0.40 g), mp 274-276° C. Yields the product methanesulfonate salt, NC1=NC(N(N=C1C1=C(C(=CC=C1)Cl)Cl)C)=N (5-amino-6-(2,3-dichlorophenyl)-2,3-dihydro-3-imino-2-methyl-1,2,4-triazine). The reactants are CC(=O)[O-], Cc1ccc(C)c(C2(CCl)OCC(C)(C)CO2)c1, [Na+], [Na+], [OH-], O, OCCO. Yields the product Cc1ccc(C)c(CC(=O)O)c1. RXN SMILES: [CH3:2][C:3]([O-:4])=[O:5].[Cl:6][CH2:7][C:8]1([c:16]2[c:17]([CH3:23])[cH:18][cH:19][c:20]([CH3:22])[cH:21]2)[O:9][CH2:10][C:11]([CH3:12])([CH3:13])[CH2:14][O:15]1.[Na+:1].[Na+:25].[OH-:24].[OH2:30].[OH:26][CH2:27][CH2:28][OH:29]>>[CH2:2]([C:3]([OH:4])=[O:5])[c:16]1[c:17]([CH3:23])[cH:18][cH:19][c:20]([CH3:22])[cH:21]1. Reactants: CC1=C(N=C(S1)C1=CC=CC=C1)CCO (2-(5-methyl-2-phenyl-thiazol-4-yl)-ethanol), C1(=CC=CC=C1)P(C1=CC=CC=C1)C1=CC=CC=C1 (triphenylphosphine), N(=NC(=O)OC(C)C)C(=O)OC(C)C (DIAD), C(C)OC(C(CC1=CC=C(C2=CC=CC=C12)O)OCC)=O ([rac]-2-ethoxy-3-(4-hydroxy-naphthalen-1-yl)-propionic acid ethyl ester). Solvent: O1CCCC1 (tetrahydrofuran). Product: C(C)OC(C(CC1=CC=C(C2=CC=CC=C12)OCCC=1N=C(SC1C)C1=CC=CC=C1)OCC)=O ([rac]-2-ethoxy-3-{4-[2-(5-methyl-2-phenyl-thiazol-4-yl)-ethoxy]-naphthalen-1-yl}-propionic acid ethyl ester). RXN SMILES: [CH2:1]([O:3][C:4](=[O:21])[CH:5]([O:18][CH2:19][CH3:20])[CH2:6][C:7]1[C:16]2[C:11](=[CH:12][CH:13]=[CH:14][CH:15]=2)[C:10]([OH:17])=[CH:9][CH:8]=1)[CH3:2].[CH3:22][C:23]1[S:27][C:26]([C:28]2[CH:33]=[CH:32][CH:31]=[CH:30][CH:29]=2)=[N:25][C:24]=1[CH2:34][CH2:35]O.C1(P(C2C=CC=CC=2)C2C=CC=CC=2)C=CC=CC=1.N(C(OC(C)C)=O)=NC(OC(C)C)=O>O1CCCC1>[CH2:1]([O:3][C:4](=[O:21])[CH:5]([O:18][CH2:19][CH3:20])[CH2:6][C:7]1[C:16]2[C:11](=[CH:12][CH:13]=[CH:14][CH:15]=2)[C:10]([O:17][CH2:35][CH2:34][C:24]2[N:25]=[C:26]([C:28]3[CH:33]=[CH:32][CH:31]=[CH:30][CH:29]=3)[S:27][C:23]=2[CH3:22])=[CH:9][CH:8]=1)[CH3:2]. Procedure: In analogy to the procedure described in example 1 d], [rac]-2-ethoxy-3-(4-hydroxy-naphthalen-1-yl)-propionic acid ethyl ester was reacted with 2-(5-methyl-2-phenyl-thiazol-4-yl)-ethanol [PCT Int. Appl. (2002), WO 02/18355 A1] in tetrahydrofuran in the presence of triphenylphosphine and DIAD (diisopropyl azodicarboxylate) to yield [rac]-2-ethoxy-3-{4-[2-(5-methyl-2-phenyl-thiazol-4-yl)-ethoxy]-naphthalen-1-yl}-propionic acid ethyl ester, which was further saponified in analogy to the procedure d... Starting materials: 306-a, C=O (formaldehyde), [OH-].[Na+] (NaOH), N1C=C(C=2C1=NC=CC2)CN2N=NC=1C2=NC(=CN1)C=1C=NN(C1)C (1-((1H-Pyrrolo[2,3-b]pyridin-3-yl)methyl)-6-(1-methyl-1H-pyrazol-4-yl)-1H-[1,2,3]-triazolo[4,5-b]pyrazine), C(C)(=O)[O-].[Na+] (sodium acetate). Solvent: C(C)(=O)O (acetic acid). Run at temperature 100 celsius, time 8 hour. Product: OCC1=CN=C2N1C=C(C=C2)CN2N=NC=1C2=NC(=CN1)C=1C=NN(C1)CCO (2-(4-(1-((3-(Hydroxymethyl)imidazo[1,2-a]pyridin-6-yl)methyl)-1H-[1,2,3]triazolo[4,5-b]pyrazin-6-yl)-1H-pyrazol-1-yl)ethanol). Reaction SMILES: [NH:1]1[C:5]2=[N:6][CH:7]=[CH:8][CH:9]=[C:4]2[C:3]([CH2:10][N:11]2[C:15]3=[N:16][C:17]([C:20]4[CH:21]=[N:22][N:23](C)[CH:24]=4)=[CH:18][N:19]=[C:14]3[N:13]=[N:12]2)=[CH:2]1.[C:26]([O-])(=O)[CH3:27].[Na+].[CH2:31]=[O:32].[OH-:33].[Na+]>C(O)(=O)C>[OH:32][CH2:31][C:8]1[N:1]2[CH:2]=[C:3]([CH2:10][N:11]3[C:15]4=[N:16][C:17]([C:20]5[CH:24]=[N:23][N:22]([CH2:26][CH2:27][OH:33])[CH:21]=5)=[CH:18][N:19]=[C:14]4[N:13]=[N:12]3)[CH:9]=[CH:4][C:5]2=[N:6][CH:7]=1 |f:1.2,4.5|. Procedure: To a solution of 306-a (60 mg, 0.13 mmol) (prepared according to the procedure of Compound 1) in 0.1 mL of acetic acid were added sodium acetate (39 mg, 0.48 mmol) and then formaldehyde (0.13 mL, 37% in water). The mixture was stirred at 100° C. overnight. After cooled, the mixture was adjusted to pH>7 with aqueous NaOH. The resulting precipitate was collected and purified by chromatography to afford the title compound (10 mg). MS (m/z): 392.0 (M+H)+ The reagents and catalysts are [Fe] (iron). The reactants are ClC1=CC=C(C2=C1CC(O2)(C)C)[N+](=O)[O-] (4-chloro-2,3-dihydro-2,2-dimethyl-7-nitrobenzofuran). Reaction conditions: temperature 50 celsius. The solvent is C(C)(=O)O (acetic acid), O (water), O (water). Yields the product NC1=CC=C(C=2CC(OC21)(C)C)Cl (7-amino-4-chloro-2,3-dihydro-2,2-dimethylbenzofuran). Procedure: A solution of 4.0 g (0.018 mole) of 4-chloro-2,3-dihydro-2,2-dimethyl-7-nitrobenzofuran in approximately 60 mL of glacial acetic acid was heated to 50° C. To this solution were added 10 mL of water, and, while maintaining the temperature at 50° C., 4.0 g (0.072 mole) of powdered iron. Upon completion of addition, the reaction mixture was allowed to cool to room temperature at which it stirred for an hour. Then the reaction mixture was diluted with 100 mL of water and filtered. The filtrate was e... The yield is 68.9%. Reaction SMILES: [Cl:1][C:2]1[C:7]2[CH2:8][C:9]([CH3:12])([CH3:11])[O:10][C:6]=2[C:5]([N+:13]([O-])=O)=[CH:4][CH:3]=1>C(O)(=O)C.O.[Fe]>[NH2:13][C:5]1[C:6]2[O:10][C:9]([CH3:11])([CH3:12])[CH2:8][C:7]=2[C:2]([Cl:1])=[CH:3][CH:4]=1. Starting materials: N1C=CC=2C(=CC=CC12)C(=O)OC (methyl 4-indole carboxylate), N1=C(C=CC2=CC=CC=C12)COC1=CC=C(CCl)C=C1 (4-(quinolin-2-ylmethoxy)benzyl chloride). Yields the product COC(=O)C=1C=2C=CN(C2C=CC1)CC1=CC=C(C=C1)OCC1=NC2=CC=CC=C2C=C1 (1-[4-(Quinolin-2-ylmethoxy)benzyl]indole-4-carboxylic acid methyl ester). RXN SMILES: [NH:1]1[C:9]2[CH:8]=[CH:7][CH:6]=[C:5]([C:10]([O:12][CH3:13])=[O:11])[C:4]=2[CH:3]=[CH:2]1.[N:14]1[C:23]2[C:18](=[CH:19][CH:20]=[CH:21][CH:22]=2)[CH:17]=[CH:16][C:15]=1[CH2:24][O:25][C:26]1[CH:33]=[CH:32][C:29]([CH2:30]Cl)=[CH:28][CH:27]=1>>[CH3:13][O:12][C:10]([C:5]1[C:4]2[CH:3]=[CH:2][N:1]([CH2:30][C:29]3[CH:28]=[CH:27][C:26]([O:25][CH2:24][C:15]4[CH:16]=[CH:17][C:18]5[C:23](=[CH:22][CH:21]=[CH:20][CH:19]=5)[N:14]=4)=[CH:33][CH:32]=3)[C:9]=2[CH:8]=[CH:7][CH:6]=1)=[O:11]. Procedure: This compound was prepared from methyl 4-indole carboxylate and 4-(quinolin-2-ylmethoxy)benzyl chloride (Example 1a by the method described in Example 1b part i), m.p. 128°-131° C. The reactants are [Na] (sodium), N1=CC=C(C=C1)C=CC1=CC=C(C=C1)O (4-[2-(4-pyridinyl)-ethenyl]-phenol), BrCCCCC#N (5-bromovaleronitrile). Solvent: CC(C)O (2-propanol). Yields the product N1=CC=C(C=C1)C=CC1=CC=C(OCCCCC#N)C=C1 (5-{4-[2-(4-Pyridinyl)-ethenyl]-phenoxy}-valeronitrile). Yield: 85.5%. As a reaction SMILES: [Na].[N:2]1[CH:7]=[CH:6][C:5]([CH:8]=[CH:9][C:10]2[CH:15]=[CH:14][C:13]([OH:16])=[CH:12][CH:11]=2)=[CH:4][CH:3]=1.Br[CH2:18][CH2:19][CH2:20][CH2:21][C:22]#[N:23]>CC(O)C>[N:2]1[CH:7]=[CH:6][C:5]([CH:8]=[CH:9][C:10]2[CH:11]=[CH:12][C:13]([O:16][CH2:18][CH2:19][CH2:20][CH2:21][C:22]#[N:23])=[CH:14][CH:15]=2)=[CH:4][CH:3]=1 |^1:0|. Reported procedure: To the solution of 1.16 g (50 mmol) sodium in 250 ml 2-propanol one adds 10.0 g (50 mmol) 4-[2-(4-pyridinyl)-ethenyl]-phenol, heats under reflux for 10 min, allows to cool, adds thereto 8.1 g (50 mmol) 5-bromovaleronitrile and heats to reflux for 16 h. One evaporates, mixes with water, extracts with dichloromethane, dries the extract, evaporates and triturates the residue with ether. One obtains 11.9 g of title compound (86% of theory) of the m.p. 85°-87° C. The reactants are CC(C)=O, N#Cc1c(Cl)c(Cl)c(Cl)c(Cl)c1C#N, [K+], [OH-], O, Oc1ccccc1. Product: N#Cc1c(Cl)c(Cl)c(Oc2ccccc2)c(Cl)c1C#N. RXN SMILES: [CH3:25][C:26](=[O:27])[CH3:28].[Cl:3][c:4]1[c:5]([C:15]#[N:16])[c:6]([C:13]#[N:14])[c:7]([Cl:12])[c:8]([Cl:11])[c:9]1[Cl:10].[K+:2].[OH-:1].[OH2:24].[OH:17][c:18]1[cH:19][cH:20][cH:21][cH:22][cH:23]1>>[Cl:3][c:4]1[c:5]([C:15]#[N:16])[c:6]([C:13]#[N:14])[c:7]([Cl:12])[c:8]([O:17][c:18]2[cH:19][cH:20][cH:21][cH:22][cH:23]2)[c:9]1[Cl:10].